From a dataset of the Open Reaction Database (ORD), a public repository of structured organic reaction records. describe an organic reaction: reactants, conditions, products, and yield Starting materials: NN (Hydrazine), C(C)(C)(C)OC(NC1CCN(CC1)C1=CC(=CC=2C=COC21)[N+](=O)[O-])=O (tert-butyl[1-(5-nitro-1-benzofuran-7-yl)piperidine-4-yl]carbamate), C(C)(C)(C)OC(NC1CCN(CC1)C1=CC(=CC=2C=COC21)[N+](=O)[O-])=O (tert-butyl[1-(5-nitro-1-benzofuran-7-yl)piperidine-4-yl]carbamate). Reagents/catalysts: [Ni] (raney-nickel). Run in C1CCOC1 (THF), C(C)O (ethanol). Reaction conditions: time 16 hour. Yields the product C(C)(C)(C)OC(NC1CCN(CC1)C1=CC(=CC=2C=COC21)N)=O (tert-Butyl[1-(5-amino-1-benzofuran-7-yl)piperidin-4-yl]carbamate). RXN SMILES: NN.[C:3]([O:7][C:8](=[O:28])[NH:9][CH:10]1[CH2:15][CH2:14][N:13]([C:16]2[C:24]3[O:23][CH:22]=[CH:21][C:20]=3[CH:19]=[C:18]([N+:25]([O-])=O)[CH:17]=2)[CH2:12][CH2:11]1)([CH3:6])([CH3:5])[CH3:4]>C1COCC1.C(O)C.[Ni]>[C:3]([O:7][C:8](=[O:28])[NH:9][CH:10]1[CH2:11][CH2:12][N:13]([C:16]2[C:24]3[O:23][CH:22]=[CH:21][C:20]=3[CH:19]=[C:18]([NH2:25])[CH:17]=2)[CH2:14][CH2:15]1)([CH3:6])([CH3:4])[CH3:5]. Procedure details: Hydrazine (1.038 mL, 28 mmol) and raney-nickel (slurry in ethanol; 10 mL) were added to tert-butyl[1-(5-nitro-1-benzofuran-7-yl)piperidine-4-yl]carbamate (1.03 g, 2.85 mmol; Intermediate 48) in a mixture of THF (50 mL) and ethanol (150 mL). The mixture was stirred at room temperature for 16 h, filtered through a pad of Celite and concentrated in vacuo to afford 1.02 g (quantitative) of the title product. HPLC 95%, RT: 1.746 (System A; 10-97% MeCN over 3 min). 1H NMR (270 MHz, methanol-d4) δ ppm ... The reactants are [BH-](OC(=O)C)(OC(=O)C)OC(=O)C.[Na+] (NaBH(OAc)3), N1CCCCC1 (piperidine), C(C1=CC=CC=C1)N1C(CCC1)=O (N-benzylpyrrolidinone), C(=O)(O)[O-].[Na+] (NaHCO3). Run in C1CCOC1 (THF), C(C)(=O)O (acetic acid). Conditions: time 8 hour. Product: C(C1=CC=CC=C1)N1CC(CC1)N1CCCCC1 (1-(1-benzyl-pyrrolidin-3-yl)-piperidine). Reaction SMILES: [BH-](OC(C)=O)(OC(C)=O)OC(C)=O.[Na+].[NH:15]1[CH2:20][CH2:19][CH2:18][CH2:17][CH2:16]1.[CH2:21]([N:28]1[CH2:32][CH2:31][CH2:30][C:29]1=O)[C:22]1[CH:27]=[CH:26][CH:25]=[CH:24][CH:23]=1.C([O-])(O)=O.[Na+]>C1COCC1.C(O)(=O)C>[CH2:21]([N:28]1[CH2:32][CH2:31][CH:30]([N:15]2[CH2:20][CH2:19][CH2:18][CH2:17][CH2:16]2)[CH2:29]1)[C:22]1[CH:27]=[CH:26][CH:25]=[CH:24][CH:23]=1 |f:0.1,4.5|. Procedure details: 12.7 g (60.0 mmol) NaBH(OAc)3 and 2.3 mL acetic acid are added to a solution of 4.94 mL (50.0 mmol) piperidine and 8.03 mL (50.0 mmol) N-benzylpyrrolidinone in 200 mL THF. The reaction is stirred overnight at RT. The reaction solution is combined with 200 mL saturated NaHCO3 solution and extracted twice with 200 mL EtOAc. The organic phase is dried over MgSO4 and the solvent is eliminated i.vac. The purification is carried out by column chromatography on silica gel (EtOAc/MeOH/NH3 8:2:0.2). Reaction SMILES: [C:1]([Si:2]([CH3:3])([CH3:4])[O:6][CH2:7][c:8]1[n:9][c:10]([Cl:18])[s:11][c:12]1[C:13](=[O:14])[O:15][CH2:16][CH3:17])([CH3:5])([CH3:19])[CH3:20].[ClH:21].[O:22]1[CH2:23][CH2:24][O:25][CH2:26][CH2:27]1>>[OH:6][CH2:7][c:8]1[n:9][c:10]([Cl:18])[s:11][c:12]1[C:13](=[O:14])[O:15][CH2:16][CH3:17]. Product: CCOC(=O)c1sc(Cl)nc1CO. The reactants are CCOC(=O)c1sc(Cl)nc1CO[Si](C)(C)C(C)(C)C, Cl, C1COCCO1. The reactants are CC(O)CN1CCC(NC(=O)OC(C)(C)C)CC1, CCN(CC)S(F)(F)F, ClCCl. The product is CC(F)CN1CCC(NC(=O)OC(C)(C)C)CC1. As a reaction SMILES: [C:1]([CH3:2])([CH3:3])([CH3:4])[O:5][C:6]([NH:7][CH:8]1[CH2:9][CH2:10][N:11]([CH2:14][CH:15]([CH3:16])[OH:17])[CH2:12][CH2:13]1)=[O:18].[CH2:19]([N:20]([S:21]([F:22])([F:23])[F:25])[CH2:24][CH3:26])[CH3:27].[Cl:28][CH2:29][Cl:30]>>[C:1]([CH3:2])([CH3:3])([CH3:4])[O:5][C:6]([NH:7][CH:8]1[CH2:9][CH2:10][N:11]([CH2:14][CH:15]([CH3:16])[F:25])[CH2:12][CH2:13]1)=[O:18]. Starting materials: N1CCC(CC1)C1=CN(C2=CC=CC=C12)CCC1=CSC=C1 (3-piperidin-4-yl-1-(2-thiophen-3-yl-ethyl)-1H-indole), C(C)OC(C1=C(C=CC(=C1)CBr)OC)=O (5-bromomethyl-2-methoxy-benzoic acid ethyl ester). The product is COC1=C(C(=O)O)C=C(C=C1)CN1CCC(CC1)C1=CN(C2=CC=CC=C12)CCC1=CSC=C1 (2-methoxy-5-{4-[1-(2-thiophen-3-yl-ethyl)-1H-indol-3-yl]-piperidin-1-ylmethyl}-benzoic acid). RXN SMILES: [NH:1]1[CH2:6][CH2:5][CH:4]([C:7]2[C:15]3[C:10](=[CH:11][CH:12]=[CH:13][CH:14]=3)[N:9]([CH2:16][CH2:17][C:18]3[CH:22]=[CH:21][S:20][CH:19]=3)[CH:8]=2)[CH2:3][CH2:2]1.C([O:25][C:26](=[O:37])[C:27]1[CH:32]=[C:31]([CH2:33]Br)[CH:30]=[CH:29][C:28]=1[O:35][CH3:36])C>>[CH3:36][O:35][C:28]1[CH:29]=[CH:30][C:31]([CH2:33][N:1]2[CH2:6][CH2:5][CH:4]([C:7]3[C:15]4[C:10](=[CH:11][CH:12]=[CH:13][CH:14]=4)[N:9]([CH2:16][CH2:17][C:18]4[CH:22]=[CH:21][S:20][CH:19]=4)[CH:8]=3)[CH2:3][CH2:2]2)=[CH:32][C:27]=1[C:26]([OH:37])=[O:25]. Procedure: This compound was prepared following the procedure described in example 13 (part D) starting with 1 g (3.2 mmol) of 3-piperidin-4-yl-1-(2-thiophen-3-yl-ethyl)-1H-indole and 1.15 g (4.2 mmol) of 5-bromomethyl-2-methoxy-benzoic acid ethyl ester. After standard work-up and purification, 1.16 g (76% of yield) of the expected acid were obtained. Starting materials: ClC1=CC(=NC(=N1)OC)NCCC1=C(C=C(C=C1)Cl)Cl ((6-chloro-2-methoxy-pyrimidin-4-yl)-[2-(2,4-dichloro-phenyl)-ethyl]-amine), C(=O)(O)C1(CCCC1)C=1C=C(C=CC1)B(O)O (3-(1-carboxy-cyclopentyl)-phenylboronic acid), C(=O)([O-])[O-].[Cs+].[Cs+] (Cs2CO3), Cl (HCl). Reagents/catalysts: C=1C=CC(=CC1)[P](C=2C=CC=CC2)(C=3C=CC=CC3)[Pd]([P](C=4C=CC=CC4)(C=5C=CC=CC5)C=6C=CC=CC6)([P](C=7C=CC=CC7)(C=8C=CC=CC8)C=9C=CC=CC9)[P](C=1C=CC=CC1)(C=1C=CC=CC1)C=1C=CC=CC1 (tetrakis(triphenylphosphine)palladium). Run in COCCOC (ethylene glycol dimethyl ether), O (water), O (water). Run at temperature 90 celsius, time 8 hour. Yields the product ClC1=C(C=CC(=C1)Cl)CCNC1=CC(=NC(=N1)OC)C=1C=C(C=CC1)C1(CCCC1)C(=O)O (1-(3-{6-[2-(2,4-dichloro-phenyl)-ethylamino]-2-methoxy-pyrimidin-4-yl}-phenyl)-cyclopentanecarboxylic acid). RXN SMILES: Cl[C:2]1[N:7]=[C:6]([O:8][CH3:9])[N:5]=[C:4]([NH:10][CH2:11][CH2:12][C:13]2[CH:18]=[CH:17][C:16]([Cl:19])=[CH:15][C:14]=2[Cl:20])[CH:3]=1.[C:21]([C:24]1([C:29]2[CH:30]=[C:31](B(O)O)[CH:32]=[CH:33][CH:34]=2)[CH2:28][CH2:27][CH2:26][CH2:25]1)([OH:23])=[O:22].C([O-])([O-])=O.[Cs+].[Cs+].Cl>COCCOC.O.C1C=CC([P]([Pd]([P](C2C=CC=CC=2)(C2C=CC=CC=2)C2C=CC=CC=2)([P](C2C=CC=CC=2)(C2C=CC=CC=2)C2C=CC=CC=2)[P](C2C=CC=CC=2)(C2C=CC=CC=2)C2C=CC=CC=2)(C2C=CC=CC=2)C2C=CC=CC=2)=CC=1>[Cl:20][C:14]1[CH:15]=[C:16]([Cl:19])[CH:17]=[CH:18][C:13]=1[CH2:12][CH2:11][NH:10][C:4]1[N:5]=[C:6]([O:8][CH3:9])[N:7]=[C:2]([C:31]2[CH:30]=[C:29]([C:24]3([C:21]([OH:23])=[O:22])[CH2:28][CH2:27][CH2:26][CH2:25]3)[CH:34]=[CH:33][CH:32]=2)[CH:3]=1 |f:2.3.4,^1:55,57,76,95|. Procedure details: Argon is bubbled through a mixture of (6-chloro-2-methoxy-pyrimidin-4-yl)-[2-(2,4-dichloro-phenyl)-ethyl]-amine [330 mg, 0.99 mmol], 3-(1-carboxy-cyclopentyl)-phenylboronic acid [580 mg, 2.48 mmol] and Cs2CO3 (808 mg, 2.48 mmol) in ethylene glycol dimethyl ether (4 mL) and water (1 mL), for a period of 5 minutes. To this mixture is added tetrakis(triphenylphosphine)palladium (0) (116 mg, 0.1 mmol) and the reaction vessel is sealed and heated to 90° C. After stirring for 8 hours the mixture is di... Reactants: CC(C)=C(Cl)N(C)C, ClCCl, O=C(O)c1cc(OCc2ccccc2)cc(Oc2ccc(C(=O)N3CCC3)nc2)c1, Cc1cnc(N)cn1, c1ccncc1. Yields the product Cc1cnc(NC(=O)c2cc(OCc3ccccc3)cc(Oc3ccc(C(=O)N4CCC4)nc3)c2)cn1. Reaction SMILES: [Cl:1][C:2]([N:3]([CH3:4])[CH3:5])=[C:6]([CH3:7])[CH3:8].[Cl:53][CH2:54][Cl:55].[N:9]1([C:13](=[O:14])[c:15]2[cH:16][cH:17][c:18]([O:21][c:22]3[cH:23][c:24]([C:25](=[O:26])[OH:27])[cH:28][c:29]([O:31][CH2:32][c:33]4[cH:34][cH:35][cH:36][cH:37][cH:38]4)[cH:30]3)[cH:19][n:20]2)[CH2:10][CH2:11][CH2:12]1.[NH2:39][c:40]1[n:41][cH:42][c:43]([CH3:46])[n:44][cH:45]1.[cH:47]1[cH:48][cH:49][n:50][cH:51][cH:52]1>>[N:9]1([C:13](=[O:14])[c:15]2[cH:16][cH:17][c:18]([O:21][c:22]3[cH:23][c:24]([C:25](=[O:27])[NH:39][c:40]4[n:41][cH:42][c:43]([CH3:46])[n:44][cH:45]4)[cH:28][c:29]([O:31][CH2:32][c:33]4[cH:34][cH:35][cH:36][cH:37][cH:38]4)[cH:30]3)[cH:19][n:20]2)[CH2:10][CH2:11][CH2:12]1.